Dataset: the Open Reaction Database (ORD), a public repository of structured organic reaction records. Task: describe an organic reaction: reactants, conditions, products, and yield Starting materials: C(CC)[Mg]Cl (n-PrMgCl), COC=1C(=C(C(=CC1)C)C1=NC=C(C2=CC=CC=C12)C=O)C (1-(3-methoxy-2,6-dimethyl-phenyl)-isoquinoline-4-carbaldehyde). Product: COC=1C(=C(C(=CC1)C)C1=NC=C(C2=CC=CC=C12)C(CCC)O)C (1-[1-(3-methoxy-2,6-dimethyl-phenyl)-isoquinolin-4-yl]-butan-1-ol). The yield is 66.6%. As a reaction SMILES: [CH2:1]([Mg]Cl)[CH2:2][CH3:3].[CH3:6][O:7][C:8]1[C:9]([CH3:27])=[C:10]([C:15]2[C:24]3[C:19](=[CH:20][CH:21]=[CH:22][CH:23]=3)[C:18]([CH:25]=[O:26])=[CH:17][N:16]=2)[C:11]([CH3:14])=[CH:12][CH:13]=1>>[CH3:6][O:7][C:8]1[C:9]([CH3:27])=[C:10]([C:15]2[C:24]3[C:19](=[CH:20][CH:21]=[CH:22][CH:23]=3)[C:18]([CH:25]([OH:26])[CH2:1][CH2:2][CH3:3])=[CH:17][N:16]=2)[C:11]([CH3:14])=[CH:12][CH:13]=1. Procedure details: n-PrMgCl (4.7 ml of 2M solution in THF, 9.36 mmol) is added to a solution of 1-(3-methoxy-2,6-dimethyl-phenyl)-isoquinoline-4-carbaldehyde (2.48 g, 8.51 mmol) dropwise at −78 C and the mixture is allowed to warm to room temperature. After quenching with saturated NH4Cl, the mixture is extracted with EtOAc. The combined extracts are washed with saturated brine, dried over Na2SO4, and concentrated. The residue is chromatographed on silica gel to give 1.9 g of 1-[1-(3-methoxy-2,6-dimethyl-phenyl)-i... Starting materials: CCO, CSC(=N)NN=Cc1c(Cl)cccc1Cl, I, NCc1ccccn1, O. Product: N=C(NCc1ccccn1)NN=Cc1c(Cl)cccc1Cl. RXN SMILES: [CH3:25][CH2:26][OH:27].[Cl:2][c:3]1[c:4]([CH:5]=[N:6][NH:7][C:8]([S:9][CH3:10])=[NH:11])[c:12]([Cl:16])[cH:13][cH:14][cH:15]1.[IH:1].[NH2:17][CH2:18][c:19]1[n:20][cH:21][cH:22][cH:23][cH:24]1.[OH2:28]>>[Cl:2][c:3]1[c:4]([CH:5]=[N:6][NH:7][C:8](=[NH:11])[NH:17][CH2:18][c:19]2[n:20][cH:21][cH:22][cH:23][cH:24]2)[c:12]([Cl:16])[cH:13][cH:14][cH:15]1. The reactants are BrC=1C(=C(C=CC1)F)F (3-bromo-1,2-difluorobenzene), C(CCC)[Li] (n-butyllithium), C(=O)(OC(C)(C)C)N1CC(C1)=O (1-Boc-3-azetidinone), [Cl-].[NH4+] (ammonium chloride). The solvent is C(C)OCC (diethylether), C(C)OCC (diethyl ether), C(C)OCC (diethylether). Run at temperature -78 celsius, time 15 minute. The product is FC1=C(C=CC=C1F)C1(CN(C1)C(=O)OC(C)(C)C)O (tert-butyl 3-(2,3-difluorophenyl)-3-hydroxyazetidine-1-carboxylate). Isolated yield 56.9%. As a reaction SMILES: Br[C:2]1[C:3]([F:9])=[C:4]([F:8])[CH:5]=[CH:6][CH:7]=1.C([Li])CCC.[C:15]([N:22]1[CH2:25][C:24](=[O:26])[CH2:23]1)([O:17][C:18]([CH3:21])([CH3:20])[CH3:19])=[O:16].[Cl-].[NH4+]>C(OCC)C>[F:9][C:3]1[C:4]([F:8])=[CH:5][CH:6]=[CH:7][C:2]=1[C:24]1([OH:26])[CH2:23][N:22]([C:15]([O:17][C:18]([CH3:20])([CH3:19])[CH3:21])=[O:16])[CH2:25]1 |f:3.4|. Reported procedure: To a solution of 3-bromo-1,2-difluorobenzene (2.3 g, 11.8 mmol) in dry diethylether (20 ml) at −78° C., under nitrogen was added n-butyllithium (2.5 M in hexane, 4.7 ml, 11.8 mmol) dropwise. The mixture was stirred for 1 h after which a solution of 1-Boc-3-azetidinone (2.0 g, 11.7 mmol) in dry diethyl ether (20 mL) was added dropwise. The resulting mixture was stirred at −78° C. for 15 min and then brought to ambient temperature and stirred for 2 h. Aqueous ammonium chloride (50 mL, 50%) and die... The reactants are ClC1=NC=C(C=C1)CNCCCN (N-(2-chloro-5-pyridylmethyl)trimethylenediamine), [N+](=O)([O-])NC(=N)N (nitroguanidine). Solvent: O (water). Run at temperature 80 celsius. Product: ClC1=NC=C(C=C1)CN1C(NCCC1)=N[N+](=O)[O-] (1-(2-chloro-5-pyridylmethyl)-2-(nitroimino)tetrahydropyrimidine). Isolated yield 45.2%. Reaction SMILES: [Cl:1][C:2]1[CH:7]=[CH:6][C:5]([CH2:8][NH:9][CH2:10][CH2:11][CH2:12][NH2:13])=[CH:4][N:3]=1.[N+:14]([NH:17][C:18](N)=N)([O-:16])=[O:15]>O>[Cl:1][C:2]1[CH:7]=[CH:6][C:5]([CH2:8][N:9]2[CH2:10][CH2:11][CH2:12][NH:13][C:18]2=[N:17][N+:14]([O-:16])=[O:15])=[CH:4][N:3]=1. Procedure details: A solution composed of N-(2-chloro-5-pyridylmethyl)trimethylenediamine (10 g), nitroguanidine (5.7 g) and water (80 ml) was heated at 80° C. for 3 hours. The reaction mixture was cooled to room temperature, and extracted twice with 50 ml of dichloromethane. Dichloromethane was distilled off from the extracts, and the tarry residue was purified by silica gel column chromatography to give almost colorless 1-(2-chloro-5-pyridylmethyl)-2-(nitroimino)tetrahydropyrimidine (6.1 g). Starting materials: C=CO[Si](C)(C)C, [Cl-], [Cl-], ClCCl, CC(C)(O)c1ccc2c(cnn2-c2ccc(F)cc2)c1, [Zn+2]. Yields the product CC(C)(CC=O)c1ccc2c(cnn2-c2ccc(F)cc2)c1. As a reaction SMILES: [CH3:21][Si:22]([O:23][CH:24]=[CH2:25])([CH3:26])[CH3:27].[Cl-:31].[Cl-:33].[Cl:28][CH2:29][Cl:30].[F:1][c:2]1[cH:3][cH:4][c:5](-[n:8]2[n:9][cH:10][c:11]3[cH:12][c:13]([C:17]([CH3:18])([CH3:19])[OH:20])[cH:14][cH:15][c:16]23)[cH:6][cH:7]1.[Zn+2:32]>>[F:1][c:2]1[cH:3][cH:4][c:5](-[n:8]2[n:9][cH:10][c:11]3[cH:12][c:13]([C:17]([CH3:18])([CH3:19])[CH2:23][CH:24]=[O:25])[cH:14][cH:15][c:16]23)[cH:6][cH:7]1.